Dataset: the Open Reaction Database (ORD), a public repository of structured organic reaction records. Task: describe an organic reaction: reactants, conditions, products, and yield The yield is 25.6%. Product: COC=1C=C(C(=O)OC)C=CC1CN1C=NC2=C1C=C(C=C2)[N+](=O)[O-] (methyl 3-methoxy-4-(6-nitrobenzimidazol-1-ylmethyl)benzoate). Reactants: [N+](=O)([O-])C=1C=CC2=C(N=CN2)C1 (6-nitrobenzimidazole), BrCC1=C(C=C(C(=O)OC)C=C1)OC (methyl 4-bromomethyl-3-methoxybenzoate), C([O-])([O-])=O.[K+].[K+] (potassium carbonate). RXN SMILES: [N+:1]([C:4]1[CH:5]=[CH:6][C:7]2[NH:11][CH:10]=[N:9][C:8]=2[CH:12]=1)([O-:3])=[O:2].Br[CH2:14][C:15]1[CH:24]=[CH:23][C:18]([C:19]([O:21][CH3:22])=[O:20])=[CH:17][C:16]=1[O:25][CH3:26].C(=O)([O-])[O-].[K+].[K+]>C(C(C)=O)C>[CH3:26][O:25][C:16]1[CH:17]=[C:18]([CH:23]=[CH:24][C:15]=1[CH2:14][N:9]1[C:8]2[CH:12]=[C:4]([N+:1]([O-:3])=[O:2])[CH:5]=[CH:6][C:7]=2[N:11]=[CH:10]1)[C:19]([O:21][CH3:22])=[O:20] |f:2.3.4|. The solvent is C(C)C(=O)C (methyl ethyl ketone). Reported procedure: A solution of 6-nitrobenzimidazole (2.0 g.) and methyl 4-bromomethyl-3-methoxybenzoate (B) (3.5 g.) in methyl ethyl ketone (61 ml.) was treated with potassium carbonate (1.9 g.) and then heated under reflux for 24 hours. The solvent was then evaporated. The residue was extracted with ethyl acetate and inorganic material removed by filtration. The filtrate was evaporated. The resultant residue was purified by flash chromatography on a 6×30 cm. silica gel column using 1:1 v/v hexane:ethyl acetate ... Reactants: CC(=O)OCc1cn(C)c2ccccc2c1=O, CS(=O)[O-], CC(C)=O, [Na+], O. Yields the product Cn1cc(CS(C)(=O)=O)c(=O)c2ccccc21. As a reaction SMILES: [C:1]([O:2][CH2:5][c:6]1[cH:7][n:8]([CH3:17])[c:9]2[cH:10][cH:11][cH:12][cH:13][c:14]2[c:15]1=[O:16])(=[O:3])[CH3:4].[CH3:18][S:19](=[O:20])[O-:21].[CH3:23][C:24](=[O:25])[CH3:26].[Na+:22].[OH2:27]>>[CH2:5]([c:6]1[cH:7][n:8]([CH3:17])[c:9]2[cH:10][cH:11][cH:12][cH:13][c:14]2[c:15]1=[O:16])[S:19]([CH3:18])(=[O:20])=[O:21].